This data is from the Open Reaction Database (ORD), a public repository of structured organic reaction records. The task is: describe an organic reaction: reactants, conditions, products, and yield Yields the product Fc1ccc(Nc2ncc(-c3cccnc3)c3cccnc23)nc1. The reactants are Fc1ccc(Br)nc1, Nc1ncc(-c2cccnc2)c2cccnc12. RXN SMILES: [Br:18][c:19]1[n:20][cH:21][c:22]([F:25])[cH:23][cH:24]1.[n:1]1[cH:2][c:3](-[c:7]2[c:8]3[cH:9][cH:10][cH:11][n:12][c:13]3[c:14]([NH2:17])[n:15][cH:16]2)[cH:4][cH:5][cH:6]1>>[n:1]1[cH:2][c:3](-[c:7]2[c:8]3[cH:9][cH:10][cH:11][n:12][c:13]3[c:14]([NH:17][c:19]3[n:20][cH:21][c:22]([F:25])[cH:23][cH:24]3)[n:15][cH:16]2)[cH:4][cH:5][cH:6]1. Reactants: IC1=NNC2=CC=C(C=C12)C=O (3-iodo-1H-indazol-5-carbaldehyde), ClC1=CC(=C(CBr)C=C1)C(F)(F)F (4-chloro-2-(trifluoromethyl)benzyl bromide). Yields the product ClC1=CC(=C(CN2N=C(C3=CC(=CC=C23)C=O)I)C=C1)C(F)(F)F (1-[4-Chloro-2-(trifluoromethyl)benzyl]-3-iodo-1H-indazol-5-carbaldehyde). Reaction SMILES: [I:1][C:2]1[C:10]2[C:5](=[CH:6][CH:7]=[C:8]([CH:11]=[O:12])[CH:9]=2)[NH:4][N:3]=1.[Cl:13][C:14]1[CH:21]=[CH:20][C:17]([CH2:18]Br)=[C:16]([C:22]([F:25])([F:24])[F:23])[CH:15]=1>>[Cl:13][C:14]1[CH:21]=[CH:20][C:17]([CH2:18][N:4]2[C:5]3[C:10](=[CH:9][C:8]([CH:11]=[O:12])=[CH:7][CH:6]=3)[C:2]([I:1])=[N:3]2)=[C:16]([C:22]([F:23])([F:24])[F:25])[CH:15]=1. Procedure: 1-[4-Chloro-2-(trifluoromethyl)benzyl]-3-iodo-1H-indazol-5-carbaldehyde was prepared from 3-iodo-1H-indazol-5-carbaldehyde and 4-chloro-2-(trifluoromethyl)benzyl bromide following General Procedure A.